This data is from the Open Reaction Database (ORD), a public repository of structured organic reaction records. The task is: describe an organic reaction: reactants, conditions, products, and yield The reactants are acid chloride, [H-].[Na+] (sodium hydride), CS(=O)(=O)N (methanesulfonamide), FC(CC=1C(=NOC1C1=CC=C(C=C1)C1=CC=C(C=C1)C1(CC1)C(=O)O)C)(CCC1=CC=CC=C1)F (1-{4′-[4-(2,2-Difluoro-4-phenyl-butyl)-3-methyl-isoxazol-5-yl]-biphenyl-4-yl}-cyclopropanecarboxylic acid), S(=O)(Cl)Cl (thionyl chloride), [H-].[Na+] (sodium hydride). The solvent is hexanes, CCOC(=O)C (EtOAc), C1CCOC1 (THF), C1CCOC1 (THF), C(Cl)Cl (CH2Cl2). Product: FC(CC=1C(=NOC1C1=CC=C(C=C1)C1=CC=C(C=C1)C1(CC1)C(=O)NS(=O)(=O)C)C)(CCC1=CC=CC=C1)F (N-(1-{4′-[4-(2,2-Difluoro-4-phenyl-butyl)-3-methyl-isoxazol-5-yl]-biphenyl-4-yl}-cyclopropanecarbonyl)-methanesulfonamide). As a reaction SMILES: [F:1][C:2]([F:36])([CH2:28][CH2:29][C:30]1[CH:35]=[CH:34][CH:33]=[CH:32][CH:31]=1)[CH2:3][C:4]1[C:5]([CH3:27])=[N:6][O:7][C:8]=1[C:9]1[CH:14]=[CH:13][C:12]([C:15]2[CH:20]=[CH:19][C:18]([C:21]3([C:24](O)=[O:25])[CH2:23][CH2:22]3)=[CH:17][CH:16]=2)=[CH:11][CH:10]=1.S(Cl)(Cl)=O.[CH3:41][S:42]([NH2:45])(=[O:44])=[O:43].[H-].[Na+]>C(Cl)Cl.C1COCC1.CCOC(C)=O>[F:1][C:2]([F:36])([CH2:28][CH2:29][C:30]1[CH:31]=[CH:32][CH:33]=[CH:34][CH:35]=1)[CH2:3][C:4]1[C:5]([CH3:27])=[N:6][O:7][C:8]=1[C:9]1[CH:14]=[CH:13][C:12]([C:15]2[CH:20]=[CH:19][C:18]([C:21]3([C:24]([NH:45][S:42]([CH3:41])(=[O:44])=[O:43])=[O:25])[CH2:23][CH2:22]3)=[CH:17][CH:16]=2)=[CH:11][CH:10]=1 |f:3.4|. Reported procedure: 1-{4′-[4-(2,2-Difluoro-4-phenyl-butyl)-3-methyl-isoxazol-5-yl]-biphenyl-4-yl}-cyclopropanecarboxylic acid (0.225 g, 0.441 mmol) was dissolved in CH2Cl2 (2.3 mL) and thionyl chloride (0.07 mL, 0.971 mmol) was added. After 30 minutes the reaction was concentrated. Separately, methanesulfonamide (0.124 g, 1.30 mmol) was dissolved in THF (2 mL) and sodium hydride (60% in mineral oil, 0.044 g, 1.103 mmol) was added. The acid chloride from the first reaction was dissolved in THF and carefully added to... The reactants are C(C)(C)[N-]C(C)C.[Li+] (Lithium diisopropylamide), ClC1=NC=CC(=C1)Cl (2,4-dichloropyridine), C(=O)=O (dry ice). The solvent is C1CCOC1 (THF). Reaction conditions: temperature -78 celsius, time 2 hour. Yields the product ClC1=C(C(=O)O)C(=CC=N1)Cl (2,4-Dichloro-nicotinic acid). Yield: 70.0%. As a reaction SMILES: C([N-]C(C)C)(C)C.[Li+].[Cl:9][C:10]1[CH:15]=[C:14]([Cl:16])[CH:13]=[CH:12][N:11]=1.[C:17](=[O:19])=[O:18]>C1COCC1>[Cl:9][C:10]1[N:11]=[CH:12][CH:13]=[C:14]([Cl:16])[C:15]=1[C:17]([OH:19])=[O:18] |f:0.1|. Procedure: Lithium diisopropylamide (2M in heptane/THF/benzene, 16.7 mL) was treated dropwise with 2,4-dichloropyridine (5 g, 33.8 mmol) at −78° C. in THF (25 mL). The mixture was stirred at −78° C. for 2 hours, treated with excess dry ice, allowed to warm up to room temperature, and partitioned between diethyl ether and an equal volume of 10% aqueous KOH. The basic extract was neutralized with 10% HCl and extracted with diethyl ether. The ethereal extract was dried (Na2SO4), filtered, and the filtrate was... RXN SMILES: Cl[CH2:2][CH2:3][C@H:4]([C:6]1[CH:11]=[CH:10][CH:9]=[CH:8][CH:7]=1)[OH:5].[CH3:12][CH:13]([CH3:29])[C:14]([NH:16][C:17]1[CH:22]=[CH:21][CH:20]=[C:19]([CH:23]2[CH2:28][CH2:27][NH:26][CH2:25][CH2:24]2)[CH:18]=1)=[O:15].C(N(C(C)C)CC)(C)C.O1CCOCC1>[I-].C([N+](CCCC)(CCCC)CCCC)CCC.O>[OH:5][C@@H:4]([C:6]1[CH:11]=[CH:10][CH:9]=[CH:8][CH:7]=1)[CH2:3][CH2:2][N:26]1[CH2:27][CH2:28][CH:23]([C:19]2[CH:18]=[C:17]([NH:16][C:14](=[O:15])[CH:13]([CH3:12])[CH3:29])[CH:22]=[CH:21][CH:20]=2)[CH2:24][CH2:25]1 |f:4.5|. Yields the product O[C@H](CCN1CCC(CC1)C=1C=C(C=CC1)NC(C(C)C)=O)C1=CC=CC=C1 (N-(3-{1-[(3R)-3-HYDROXY-3-PHENYLPROPYL]-4-PIPERIDINYL}PHENYL)-2-METHYLPROPANAMIDE). The reagents and catalysts are [I-].C(CCC)[N+](CCCC)(CCCC)CCCC (tetrabutylammonium iodide). Run in O (water). The reactants are ClCC[C@@H](O)C1=CC=CC=C1 ((R)-(+)-3-chloro-1-phenyl-1-propanol), CC(C(=O)NC1=CC(=CC=C1)C1CCNCC1)C (2-methyl-N-[3-(4-piperidinyl)phenyl]propanamide), C(C)(C)N(CC)C(C)C (diisopropylethylamine), O1CCOCC1 (dioxane). Run at temperature 90 celsius, time 72 hour. Procedure details: Into a 25-mL RB-flask was added (R)-(+)-3-chloro-1-phenyl-1-propanol (0.426 g, 2.50 mmol), 2-methyl-N-[3-(4-piperidinyl)phenyl]propanamide (0.565 g, 2.00 mmol), diisopropylethylamine (1.29 g, 10.0 mmol), dioxane (5.0 mL) and catalytic amount of tetrabutylammonium iodide at room temperature. After stirring at 90° C. for 72 hrs, the reaction mixture was poured into water (50 mL) and the aqueous layer was extracted with methylene chloride (3×20 mL). The combined organic extracts were washed with br... Isolated yield 34.2%. Reactants: Cl.COC1=CC2=C(N3C(S2)=NC(=C3)C)C=C1 (7-methoxy-2-methylimidazo[2,1-b]benzothiazole hydrochloride), P(=O)(Cl)(Cl)Cl (phosphorus oxychloride), CN(C=O)C (dimethylformamide). Run at time 1 hour. Yields the product C(=O)C1=C(N=C2SC3=C(N21)C=CC(=C3)OC)C (3-formyl-7-methoxy-2-methylimidazo[2,1-b]benzothiazole). Reaction SMILES: Cl.[CH3:2][O:3][C:4]1[CH:16]=[CH:15][C:7]2[N:8]3[CH:13]=[C:12]([CH3:14])[N:11]=[C:9]3[S:10][C:6]=2[CH:5]=1.P(Cl)(Cl)(Cl)=O.CN(C)[CH:24]=[O:25]>>[CH:24]([C:13]1[N:8]2[C:9]([S:10][C:6]3[CH:5]=[C:4]([O:3][CH3:2])[CH:16]=[CH:15][C:7]=32)=[N:11][C:12]=1[CH3:14])=[O:25] |f:0.1|. Reported procedure: In 100 ml of n-butanol was dissolved 5.0 g of 2-amino-6-methoxybenzothiazole. With heating at 100° C., 25.0 g of propargyl bromide was dropwise added to the solution over 2 hours. The mixture was heated for a further 2 hours. After completion of the reaction, the solvent was evaporated to dryness. After the residue was crystallized with acetone, the crystals were recrystallized from isopropyl alcohol to give 25.1 g of 2-imino-6-methoxy-3-propargylbenzothiazole hydrobromide. The hydrobromide, 24.... Starting materials: NC1=C(C=C(C(=C1)OC)OC)C(CC1=CC(=C(C=C1)Cl)Cl)=O (1-(2-Amino-4,5-dimethoxy-phenyl)-2-(3,4-dichloro-phenyl)-ethanone), BrCC(=O)Br (Bromoacetylbromide). Reported procedure: 1-(2-Amino-4,5-dimethoxy-phenyl)-2-(3,4-dichloro-phenyl)-ethanone (5.52 g, 16.24 mmol) was dissolved in dichloromethane (20 ml), distilled water was then added (2 ml) and the resulting solution was cooled at −5° C. under nitrogen. Bromoacetylbromide (1.63 ml, 18.68 mmol) was dissolved in dichloromethane (10 ml) and added dropwise to the previous solution; the temperature was not allowed to exceed +5° C. The reaction mixture was stirred at 0° C. for 15 min and then allowed to reach the RT before ... Reaction SMILES: [NH2:1][C:2]1[CH:7]=[C:6]([O:8][CH3:9])[C:5]([O:10][CH3:11])=[CH:4][C:3]=1[C:12](=[O:22])[CH2:13][C:14]1[CH:19]=[CH:18][C:17]([Cl:20])=[C:16]([Cl:21])[CH:15]=1.[Br:23][CH2:24][C:25](Br)=[O:26]>ClCCl>[Br:23][CH2:24][C:25]([NH:1][C:2]1[CH:7]=[C:6]([O:8][CH3:9])[C:5]([O:10][CH3:11])=[CH:4][C:3]=1[C:12](=[O:22])[CH2:13][C:14]1[CH:19]=[CH:18][C:17]([Cl:20])=[C:16]([Cl:21])[CH:15]=1)=[O:26]. Solvent: ClCCl (dichloromethane), ClCCl (Dichloromethane), ClCCl (dichloromethane). Reaction conditions: temperature -5 celsius, time 15 minute. The yield is 70.1%. The product is BrCC(=O)NC1=C(C=C(C(=C1)OC)OC)C(CC1=CC(=C(C=C1)Cl)Cl)=O (2-Bromo-N-{2-[2-(3,4-dichloro-phenyl)-acetyl]-4,5-dimethoxy-phenyl}-acetamide).